This data is from the Open Reaction Database (ORD), a public repository of structured organic reaction records. The task is: describe an organic reaction: reactants, conditions, products, and yield Reactants: [BH4-].[Na+] (sodium borohydride), C(=C)(C)C1C(C(CC1)C)(C=O)C (2-isopropenyl-1,5-dimethylcyclopentane carboxaldehyde). The solvent is C(C)(C)O (isopropyl alcohol). Product: C(=C)(C)C1C(C(CC1)C)(CO)C (2-isopropenyl-1,5-dimethylcyclopentanemethanol). As a reaction SMILES: [BH4-].[Na+].[C:3]([CH:6]1[CH2:10][CH2:9][CH:8]([CH3:11])[C:7]1([CH3:14])[CH:12]=[O:13])([CH3:5])=[CH2:4]>C(O)(C)C>[C:3]([CH:6]1[CH2:10][CH2:9][CH:8]([CH3:11])[C:7]1([CH3:14])[CH2:12][OH:13])([CH3:5])=[CH2:4] |f:0.1|. Procedure: Into a 250 ml flask equipped with stirrer, thermometer reflux condensor, heating mantle and nitrogen blanket apparatus are placed 15 grams of sodium borohydride, 100 ml anhydrous isopropyl alcohol and 65 grams of 2-isopropenyl-1,5-dimethylcyclopentane carboxaldehyde having the structure: ##STR26## prepared according to U.S. Pat. No. 4,474,992 issued on Oct. 2, 1984. Reactants: CCCCCCCCN1CCc2c(C)c(CCCl)c(C)c(NC(=O)C(C)(C)C)c21, CC#N, C1COCCOCCOCCOCCOCCO1. Product: CCCCCCCCN1CCc2c(C)c(CCC#N)c(C)c(NC(=O)C(C)(C)C)c21. As a reaction SMILES: [CH2:1]([CH2:2][CH2:3][CH2:4][CH2:5][CH2:6][CH2:7][CH3:8])[N:9]1[CH2:10][CH2:11][c:12]2[c:13]([CH3:29])[c:14]([CH2:26][CH2:27][Cl:28])[c:15]([CH3:25])[c:16]([NH:18][C:19]([C:20]([CH3:21])([CH3:22])[CH3:23])=[O:24])[c:17]21.[CH3:48][C:49]#[N:50].[O:30]1[CH2:31][CH2:32][O:33][CH2:34][CH2:35][O:36][CH2:37][CH2:38][O:39][CH2:40][CH2:41][O:42][CH2:43][CH2:44][O:45][CH2:46][CH2:47]1>>[CH2:1]([CH2:2][CH2:3][CH2:4][CH2:5][CH2:6][CH2:7][CH3:8])[N:9]1[CH2:10][CH2:11][c:12]2[c:13]([CH3:29])[c:14]([CH2:26][CH2:27][C:49]#[N:50])[c:15]([CH3:25])[c:16]([NH:18][C:19]([C:20]([CH3:21])([CH3:22])[CH3:23])=[O:24])[c:17]21. Product: C(C)N1N=CC(=C1)C1=CC=C(C=C1)C1(CC1)C1=NN=C2N1CCSC(C2)(C)CO ((3-{1-[4-(1-Ethyl-1H-pyrazol-4-yl)phenyl]cyclopropyl}-8-methyl-5,6,8,9-tetrahydro[1,2,4]triazolo[4,3-d][1,4]thiazepin-8-yl)methanol). Solvent: CO (methanol). Yield: 96.0%. Reactants: [Si](C)(C)(C(C)(C)C)OCC1(CC=2N(CCS1)C(=NN2)C2(CC2)C2=CC=C(C=C2)C=2C=NN(C2)CC)C (8-({[Tert-butyl(dimethyl)silyl]oxy}methyl)-3-{1-[4-(1-ethyl-1H-pyrazol-4-yl)phenyl]cyclopropyl}-8-methyl-5,6,8,9-tetrahydro[1,2,4]triazolo[4,3-d][1,4]thiazepine), Cl (hydrochloric acid). Reported procedure: A solution of the compound (297 mg, 0.57 mmol) obtained in Example 73-1) and 4 M hydrochloric acid (1,4-dioxane solution, 2 mL) in methanol (10 mL) was stirred at room temperature for 2 h. The reaction mixture was concentrated under reduced pressure, saturated aqueous sodium hydrogencarbonate (10 mL) was added to the residue, the mixture was extracted with ethyl acetate, and the organic layer was washed with saturated sodium chloride solution and dried with anhydrous sodium sulfate. After concen... As a reaction SMILES: [Si]([O:8][CH2:9][C:10]1([CH3:36])[S:16][CH2:15][CH2:14][N:13]2[C:17]([C:20]3([C:23]4[CH:28]=[CH:27][C:26]([C:29]5[CH:30]=[N:31][N:32]([CH2:34][CH3:35])[CH:33]=5)=[CH:25][CH:24]=4)[CH2:22][CH2:21]3)=[N:18][N:19]=[C:12]2[CH2:11]1)(C(C)(C)C)(C)C.Cl>CO>[CH2:34]([N:32]1[CH:33]=[C:29]([C:26]2[CH:27]=[CH:28][C:23]([C:20]3([C:17]4[N:13]5[CH2:14][CH2:15][S:16][C:10]([CH2:9][OH:8])([CH3:36])[CH2:11][C:12]5=[N:19][N:18]=4)[CH2:22][CH2:21]3)=[CH:24][CH:25]=2)[CH:30]=[N:31]1)[CH3:35].